This data is from the Open Reaction Database (ORD), a public repository of structured organic reaction records. The task is: describe an organic reaction: reactants, conditions, products, and yield Reactants: CCCCN(CCCC)CC(=O)c1ccc(NS(C)(=O)=O)cc1, CCO, N=O. Reaction SMILES: [CH2:3]([CH2:4][CH2:5][CH3:6])[N:7]([CH2:8][C:9](=[O:10])[c:11]1[cH:12][cH:13][c:14]([NH:17][S:18](=[O:19])(=[O:20])[CH3:21])[cH:15][cH:16]1)[CH2:22][CH2:23][CH2:24][CH3:25].[CH3:26][CH2:27][OH:28].[O:1]=[NH:2]>>[CH2:3]([CH2:4][CH2:5][CH3:6])[N:7]([CH2:8][CH:9]([OH:10])[c:11]1[cH:12][cH:13][c:14]([NH:17][S:18](=[O:19])(=[O:20])[CH3:21])[cH:15][cH:16]1)[CH2:22][CH2:23][CH2:24][CH3:25]. The product is CCCCN(CCCC)CC(O)c1ccc(NS(C)(=O)=O)cc1. The reactants are C(C1=CC=CC=C1)OC1=CC=C(OC(C=O)C)C=C1 (2-[p-(benzyloxy)phenoxy]propionaldehyde). Reagents/catalysts: [Pd] (Pd on carbon). Run in C(C)O (ethanol). Reaction conditions: time 5 hour. Yields the product OC1=CC=C(OC(C=O)C)C=C1 (2-(p-Hydroxyphenoxy)propionaldehyde). Isolated yield 36.6%. As a reaction SMILES: C([O:8][C:9]1[CH:19]=[CH:18][C:12]([O:13][CH:14]([CH3:17])[CH:15]=[O:16])=[CH:11][CH:10]=1)C1C=CC=CC=1>C(O)C.[Pd]>[OH:8][C:9]1[CH:10]=[CH:11][C:12]([O:13][CH:14]([CH3:17])[CH:15]=[O:16])=[CH:18][CH:19]=1. Procedure: A mixture of 2-[p-(benzyloxy)phenoxy]propionaldehyde (34.6 g, 0.135 mol) and 5% Pd on carbon (2.0 g) in ethanol (250 mL) is placed on a Parr hydrogenerator. Over 5 hours, the pressure drops from 37 psi to 28 psi. The reaction mixture is then filtered through celite and concentrated in vacuo to obtain a dark yellow syrup. Flash chromatography of the syrup using silica gel and eluting with methylene chloride followed by 1% to 10% ethyl acetate in methylene chloride gives the title product as a dar...